From a dataset of the Open Reaction Database (ORD), a public repository of structured organic reaction records. describe an organic reaction: reactants, conditions, products, and yield Starting materials: ClCCCCOC=1C=CC2=C(C(OC(N2)=O)(C)C)C1 (6-(4-chlorobutoxy)-4,4-dimethyl-4H-3,1-benzoxazin-2-one), C(C)(=O)NC1=CC=C(C=C1)S (4-acetamido-thiophenol). Yields the product C(C)(=O)NC1=CC=C(C=C1)SCCCCOC=1C=CC2=C(C(OC(N2)=O)(C)C)C1 (6-[4-(4-Acetamido-phenylmercapto)-butoxy]-4,4-dimethyl-4H-3,1-benzoxazin-2-one). Reaction SMILES: Cl[CH2:2][CH2:3][CH2:4][CH2:5][O:6][C:7]1[CH:8]=[CH:9][C:10]2[NH:15][C:14](=[O:16])[O:13][C:12]([CH3:18])([CH3:17])[C:11]=2[CH:19]=1.[C:20]([NH:23][C:24]1[CH:29]=[CH:28][C:27]([SH:30])=[CH:26][CH:25]=1)(=[O:22])[CH3:21]>>[C:20]([NH:23][C:24]1[CH:29]=[CH:28][C:27]([S:30][CH2:2][CH2:3][CH2:4][CH2:5][O:6][C:7]2[CH:8]=[CH:9][C:10]3[NH:15][C:14](=[O:16])[O:13][C:12]([CH3:18])([CH3:17])[C:11]=3[CH:19]=2)=[CH:26][CH:25]=1)(=[O:22])[CH3:21]. Procedure details: Prepared analogously to Example 1 from 6-(4-chlorobutoxy)-4,4-dimethyl-4H-3,1-benzoxazin-2-one and 4-acetamido-thiophenol. The reactants are C(=O)([O-])[O-].[K+].[K+] (K2CO3), ClC1=CC=C(C=C1)N(C(C)=O)[C@@H]1C[C@@H](N(C2=CC=CC=C12)C(C1=CC=C(C=C1)O)=O)C ((2S,4R)-N-(4-Chloro-phenyl)-N-[1-(4-hydroxy-benzoyl)-2-methyl-1,2,3,4-tetrahydro-quinolin-4-yl]-acetamide), 4-Bromobutylnitrile. Run in CN(C)C=O (DMF). Reaction conditions: temperature 80 celsius. Product: ClC1=CC=C(C=C1)N(C(C)=O)[C@@H]1C[C@@H](N(C2=CC=CC=C12)C(C1=CC=C(C=C1)OCCCC#N)=O)C ((2S,4R)-N-(4-Chloro-phenyl)-N-{1-[4-(3-cyano-propoxy)-benzoyl]-2-methyl-1,2,3,4-tetrahydro-quinolin-4-yl}-acetamide). As a reaction SMILES: [Cl:1][C:2]1[CH:7]=[CH:6][C:5]([N:8]([C@H:12]2[C:21]3[C:16](=[CH:17][CH:18]=[CH:19][CH:20]=3)[N:15]([C:22](=[O:30])[C:23]3[CH:28]=[CH:27][C:26]([OH:29])=[CH:25][CH:24]=3)[C@@H:14]([CH3:31])[CH2:13]2)[C:9](=[O:11])[CH3:10])=[CH:4][CH:3]=1.C([O-])([O-])=O.[K+].[K+]>CN(C=O)C>[Cl:1][C:2]1[CH:3]=[CH:4][C:5]([N:8]([C@H:12]2[C:21]3[C:16](=[CH:17][CH:18]=[CH:19][CH:20]=3)[N:15]([C:22](=[O:30])[C:23]3[CH:24]=[CH:25][C:26]([O:29][CH2:2][CH2:3][CH2:4][C:5]#[N:8])=[CH:27][CH:28]=3)[C@@H:14]([CH3:31])[CH2:13]2)[C:9](=[O:11])[CH3:10])=[CH:6][CH:7]=1 |f:1.2.3|. Procedure details: (2S,4R)-N-(4-Chloro-phenyl)-N-[1-(4-hydroxy-benzoyl)-2-methyl-1,2,3,4-tetrahydro-quinolin-4-yl]-acetamide was dissolved in DMF at room temperature and K2CO3 was added. 4-Bromobutylnitrile was added and the reaction was allowed to heat to 80° C. overnight. The reaction mixture was concentrated in vacuo. The residue was partitioned between ethyl acetate and water, then extracted three times with ethyl acetate, dried over MgSO4, filtered and concentrated down. The crude residue was purified by sili... Procedure details: The named compound was prepared as described in Example 38 starting with (H) of Example 38 (3.0 g, 8.7 mmol) and using imidazole in place of dipropylamine to produce 1.5 g (46% yield) of the named compound as the HCl salt, mp 214°-217° C. IR(KBr): 3400, 1595 cm-1. MS: 376(MH+). 1H NMR (CD3OD): δ 9.01 (s, 1H), 7.88-6.91 (m, 12H), 4.21 (t, J=5.2 Hz, 2H), 3.34 (t, J=5.2 Hz, 2H), 2.25 (m, 4H). Yield: 46.0%. The reactants are ClCCCCOC1=C(C=CC=C1)/C=C/C=1SC2=C(N1)C=CC=C2 ((E)-2-[2-(4-chlorobutoxyphenyl)ethenyl]benzothiazole), Cl (HCl), N1C=NC=C1 (imidazole). Yields the product N1(C=NC=C1)CCCCOC1=C(C=CC=C1)/C=C/C=1SC2=C(N1)C=CC=C2 ((E)-2-[2-(4-(1H-Imidazol-1-yl)butoxyphenyl)ethenyl]benzothiazole). RXN SMILES: Cl[CH2:2][CH2:3][CH2:4][CH2:5][O:6][C:7]1[CH:12]=[CH:11][CH:10]=[CH:9][C:8]=1/[CH:13]=[CH:14]/[C:15]1[S:16][C:17]2[CH:23]=[CH:22][CH:21]=[CH:20][C:18]=2[N:19]=1.[NH:24]1[CH:28]=[CH:27][N:26]=[CH:25]1.Cl>>[N:24]1([CH2:2][CH2:3][CH2:4][CH2:5][O:6][C:7]2[CH:12]=[CH:11][CH:10]=[CH:9][C:8]=2/[CH:13]=[CH:14]/[C:15]2[S:16][C:17]3[CH:23]=[CH:22][CH:21]=[CH:20][C:18]=3[N:19]=2)[CH:28]=[CH:27][N:26]=[CH:25]1. Starting materials: ClC=1C=C(CNC=2C3=C(N=CN2)NC(=C3)C3=CC=C(C=C3)CCl)C=CC1 ((3-Chloro-benzyl)-[6-(4-chloromethyl-phenyl)-7H-pyrrolo[2,3-d]pyrimidin-4-yl]-amine), C(C)N1CCNCC1 (N-ethyl-piperazine). The solvent is O1CCOCC1 (dioxane). Conditions: temperature 90 celsius. Yields the product ClC=1C=C(CNC=2C3=C(N=CN2)NC(=C3)C3=CC=C(C=C3)CN3CCN(CC3)CC)C=CC1 ((3-Chloro-benzyl)-{6-[4-(4-ethyl-piperazin-1-ylmethyl)-phenyl]-7H-pyrrolo[2,3-d]pyrimidin-4-yl}-amine). RXN SMILES: [Cl:1][C:2]1[CH:3]=[C:4]([CH:24]=[CH:25][CH:26]=1)[CH2:5][NH:6][C:7]1[C:8]2[CH:15]=[C:14]([C:16]3[CH:21]=[CH:20][C:19]([CH2:22]Cl)=[CH:18][CH:17]=3)[NH:13][C:9]=2[N:10]=[CH:11][N:12]=1.[CH2:27]([N:29]1[CH2:34][CH2:33][NH:32][CH2:31][CH2:30]1)[CH3:28]>O1CCOCC1>[Cl:1][C:2]1[CH:3]=[C:4]([CH:24]=[CH:25][CH:26]=1)[CH2:5][NH:6][C:7]1[C:8]2[CH:15]=[C:14]([C:16]3[CH:21]=[CH:20][C:19]([CH2:22][N:32]4[CH2:33][CH2:34][N:29]([CH2:27][CH3:28])[CH2:30][CH2:31]4)=[CH:18][CH:17]=3)[NH:13][C:9]=2[N:10]=[CH:11][N:12]=1. Procedure: (3-Chloro-benzyl)-[6-(4-chloromethyl-phenyl)-7H-pyrrolo[2,3-d]pyrimidin-4-yl]-amine (150 mg, 0.35 mmol) is suspended in 5 ml dioxane and treated with N-ethyl-piperazine. The mixture is heated to 90° C. for 7 h. The solvent is evaporated and the residue is purified by flash chromatography on 34 g of silica gel. The column is eluted using a mixture of dichloromethane/methanol with gradually increasing concentrations of methanol starting with 100:1.25 and ending with 100:5 and then switching to dic...